From a dataset of the Open Reaction Database (ORD), a public repository of structured organic reaction records. describe an organic reaction: reactants, conditions, products, and yield Starting materials: C(#C)[C@@]\1(CC2(OCCO2)C=2C(=CON2)/C1=C\C(=O)OC)O[Si](CC)(CC)CC ((E)-2-[(5R)-5-Ethynyl-4,5,6,7-tetrahydro-5-[(triethylsilyl)oxy] spiro[2,1-benzisoxazole-7,2'-[1,3]dioxolan]-4-ylidene]acetic acid, methyl ester), Cl\C=C/C#C[Si](C)(C)C ((Z)-(4-chloro-3-buten-1-ynyl)trimethylsilane), C(CCC)N (n-butylamine), Pd(Ph3)4. The reagents and catalysts are [Cu]I (CuI). Solvent: C1=CC=CC=C1 (benzene), C1=CC=CC=C1 (benzene), [Cl-].[Na+].O (brine). Reaction conditions: temperature 25 celsius, time 15 minute. The product is C(C)[Si](O[C@]\1(CC2(OCCO2)C=2C(=CON2)/C1=C\C(=O)OC)C#C\C=C/C#C[Si](C)(C)C)(CC)CC ((E)-2-[(5R)-4,5,6,7-Tetrahydro-5-[(triethylsilyl)oxy]-5-[(3Z)-6-trimethylsilyl-3-hexen-1,5-diynyl]spiro[2,1-benzisoxazole-7,2'-[1,3]dioxolan]-4-ylidene]acetic acid, methyl ester). Yield: 90.8%. As a reaction SMILES: Cl/[CH:2]=[CH:3]\[C:4]#[C:5][Si:6]([CH3:9])([CH3:8])[CH3:7].C(N)CCC.[C:15]([C@:17]1([O:35][Si:36]([CH2:41][CH3:42])([CH2:39][CH3:40])[CH2:37][CH3:38])[CH2:18][C:19]2([C:24]3[C:25](/[C:29]/1=[CH:30]\[C:31]([O:33][CH3:34])=[O:32])=[CH:26][O:27][N:28]=3)[O:23][CH2:22][CH2:21][O:20]2)#[CH:16]>C1C=CC=CC=1.[Cl-].[Na+].O.[Cu]I>[CH2:41]([Si:36]([CH2:37][CH3:38])([CH2:39][CH3:40])[O:35][C@@:17]1([C:15]#[C:16]/[CH:2]=[CH:3]\[C:4]#[C:5][Si:6]([CH3:9])([CH3:8])[CH3:7])[CH2:18][C:19]2([C:24]3[C:25](/[C:29]/1=[CH:30]\[C:31]([O:33][CH3:34])=[O:32])=[CH:26][O:27][N:28]=3)[O:23][CH2:22][CH2:21][O:20]2)[CH3:42] |f:4.5.6|. Procedure details: (Z)-(4-chloro-3-buten-1-ynyl)trimethylsilane (1.41 mL, 8.16 mmol) and n-butylamine (0.81 mL, 8.16 mmol) were added to a solution of Pd(Ph3)4 (628 mg, 0.54 mmol) in benzene (25 mL). The solution was stirred at 25° C. for 15 minutes and then added to a mixture of Compound 61 (2.204 g, 5.44 mmol) and CuI (207 mg, 1.09 mmol) in benzene (25 mL) at zero degrees C. The solution was stirred two hours at zero degrees C, poured into brine (100 mL) and extracted with dichloromethane (3×100 mL). The organic... Reactants: N1(CCNCC1)C(=O)C=1C=C2CCC(NC2=CC1)=O (6-(1-piperazinylcarbonyl)-3,4-dihydrocarbostyril), COC=1C=C(C(=O)Cl)C=CC1OC (3,4-dimethoxybenzoylchloride), C([O-])(O)=O.[Na+] (sodium bicarbonate). The solvent is ClCCl (dichloromethane), ClCCl (dichloromethane). Reaction conditions: time 1 hour. Product: COC=1C=C(C(=O)N2CCN(CC2)C(=O)C=2C=C3CCC(NC3=CC2)=O)C=CC1OC (6-[4-(3,4-dimethoxybenzoyl)-1-piperazinylcarbonyl]-3,4-dihydrocarbostyril). RXN SMILES: [N:1]1([C:7]([C:9]2[CH:10]=[C:11]3[C:16](=[CH:17][CH:18]=2)[NH:15][C:14](=[O:19])[CH2:13][CH2:12]3)=[O:8])[CH2:6][CH2:5][NH:4][CH2:3][CH2:2]1.[CH3:20][O:21][C:22]1[CH:23]=[C:24]([CH:28]=[CH:29][C:30]=1[O:31][CH3:32])[C:25](Cl)=[O:26].C(=O)(O)[O-].[Na+]>ClCCl>[CH3:20][O:21][C:22]1[CH:23]=[C:24]([CH:28]=[CH:29][C:30]=1[O:31][CH3:32])[C:25]([N:4]1[CH2:5][CH2:6][N:1]([C:7]([C:9]2[CH:10]=[C:11]3[C:16](=[CH:17][CH:18]=2)[NH:15][C:14](=[O:19])[CH2:13][CH2:12]3)=[O:8])[CH2:2][CH2:3]1)=[O:26] |f:2.3|. Procedure: 3.0 Grams of 6-(1-piperazinylcarbonyl)-3,4-dihydrocarbostyril and 4.0 ml of tiethylamine were suspended in 20 ml of dichloromethane, and to the suspension was added dropwise 3.5 g of 3,4-dimethoxybenzoylchloride in 20 ml of dichloromethane under ice-cooled condition with stirring. Then the reaction was continued for additional 1 hour at a room temperature. The reaction mixture was poured into a saturated sodium bicarbonate aqueous solution and extracted with chloroform. The chloroform layer was ... The reactants are BrC1=CC2=C(N=CN2)C=C1 (5-bromobenzimidazole), C[Si](C)(C)[N-][Si](C)(C)C.[Li+] (lithiumbis(trimethylsilyl)amide), C1CCOC1 (THF), C(C1=CC=CC=C1)NCC1=CC=CC=C1 (dibenzylamine), C1(CCCCC1)P(C1=C(C=CC=C1)C1=C(C=CC=C1)N(C)C)C1CCCCC1 (2-dicyclohexylphosphino-2′-(N,N-dimethylamino)biphenyl). The reagents and catalysts are C=1C=CC(=CC1)/C=C/C(=O)/C=C/C2=CC=CC=C2.C=1C=CC(=CC1)/C=C/C(=O)/C=C/C2=CC=CC=C2.C=1C=CC(=CC1)/C=C/C(=O)/C=C/C2=CC=CC=C2.[Pd].[Pd] (Pd2 dba3). Product: C(C1=CC=CC=C1)N(C1=CC2=C(NC=N2)C=C1)CC1=CC=CC=C1 (N,N-Dibenzyl-1H-benzo[d]imidazol-5-amine). RXN SMILES: Br[C:2]1[CH:10]=[CH:9][C:5]2[N:6]=[CH:7][NH:8][C:4]=2[CH:3]=1.[CH2:11]([NH:18][CH2:19][C:20]1[CH:25]=[CH:24][CH:23]=[CH:22][CH:21]=1)[C:12]1[CH:17]=[CH:16][CH:15]=[CH:14][CH:13]=1.C1(P(C2CCCCC2)C2C=CC=CC=2C2C=CC=CC=2N(C)C)CCCCC1.C[Si]([N-][Si](C)(C)C)(C)C.[Li+].C1COCC1>C1C=CC(/C=C/C(/C=C/C2C=CC=CC=2)=O)=CC=1.C1C=CC(/C=C/C(/C=C/C2C=CC=CC=2)=O)=CC=1.C1C=CC(/C=C/C(/C=C/C2C=CC=CC=2)=O)=CC=1.[Pd].[Pd]>[CH2:19]([N:18]([CH2:11][C:12]1[CH:17]=[CH:16][CH:15]=[CH:14][CH:13]=1)[C:2]1[CH:10]=[CH:9][C:5]2[NH:6][CH:7]=[N:8][C:4]=2[CH:3]=1)[C:20]1[CH:25]=[CH:24][CH:23]=[CH:22][CH:21]=1 |f:3.4,6.7.8.9.10|. Reported procedure: The compound was synthesized starting from 5-bromobenzimidazole (200 mg; 1 mmol; 1 eq.), dibenzylamine (0.231 ml; 1.2 mmol; 1.2 eq.), 2-dicyclohexylphosphino-2′-(N,N-dimethylamino)biphenyl (9 mg; 0.024 mmol; 0.024 eq.; 2.4 mol %), Pd2 dba3 (9 mg; 0.01 mmol; 0.01 eq.; 1 mol %) and lithiumbis(trimethylsilyl)amide 1 M in THF (2.2 ml; 2.2 mmol; 2.2 eq.) according to method 1 but purified by flash chromatography on silica using a CHCl3/MeOH gradient; Yield: 0.127 g (41%); 314.1 MS m/z: [M+H]+; 1H-NMR... Starting materials: C(C=C)C1=C(C=CC=C1)O (2-allyl-phenol), BrCC(=O)OCC (ethyl 2-bromoacetate), C([O-])([O-])=O.[Cs+].[Cs+] (cesium carbonate). The solvent is CN(C)C=O (DMF). Reaction conditions: temperature 60 celsius. Product: C(C)OC(COC1=C(C=CC=C1)CC=C)=O ((2-Allyl-phenoxy)-acetic acid ethyl ester). Yield: 88.4%. Reaction SMILES: [CH2:1]([C:4]1[CH:9]=[CH:8][CH:7]=[CH:6][C:5]=1[OH:10])[CH:2]=[CH2:3].Br[CH2:12][C:13]([O:15][CH2:16][CH3:17])=[O:14].C(=O)([O-])[O-].[Cs+].[Cs+]>CN(C=O)C>[CH2:16]([O:15][C:13](=[O:14])[CH2:12][O:10][C:5]1[CH:6]=[CH:7][CH:8]=[CH:9][C:4]=1[CH2:1][CH:2]=[CH2:3])[CH3:17] |f:2.3.4|. Procedure details: A mixture of 2-allyl-phenol (10 g, 74.5 mmol), ethyl 2-bromoacetate (12.4 mL, 112 mmol) and cesium carbonate (36.5 g, 112 mmol) in DMF (180 mL) was heated at 60° C. overnight. The mixture was cooled and filtered through a pad of celite. The filtrate was diluted with water and extracted with ethyl acetate. The combined organic layers were washed with water, dried over sodium sulfate, filtered, and concentrated. The crude material was purified by column chromatography on silica gel to give 14.5 g ... Starting materials: ClC1=NC=C(C(=C1[N+](=O)[O-])C)[N+](=O)[O-] (2-chloro-4-methyl-3,5-dinitropyridine), NC1=CC=C(C=C1)CCO (4-aminophenylethyl alcohol). The product is CC1=C(C(=NC=C1[N+](=O)[O-])NC1=CC=C(C=C1)CCO)[N+](=O)[O-] (2-{4-[(4-Methyl-3,5-dinitro-2-pyridinyl)amino]phenyl}ethanol). Reaction SMILES: Cl[C:2]1[C:7]([N+:8]([O-:10])=[O:9])=[C:6]([CH3:11])[C:5]([N+:12]([O-:14])=[O:13])=[CH:4][N:3]=1.[NH2:15][C:16]1[CH:21]=[CH:20][C:19]([CH2:22][CH2:23][OH:24])=[CH:18][CH:17]=1>>[CH3:11][C:6]1[C:5]([N+:12]([O-:14])=[O:13])=[CH:4][N:3]=[C:2]([NH:15][C:16]2[CH:21]=[CH:20][C:19]([CH2:22][CH2:23][OH:24])=[CH:18][CH:17]=2)[C:7]=1[N+:8]([O-:10])=[O:9]. Procedure details: The title compound was prepared according to the procedure described in step 3 of Example 1 from 2-chloro-4-methyl-3,5-dinitropyridine. (Czuba, Rocz. Chem., 1967, 41, 479) and 4-aminophenylethyl alcohol. Reactants: C(C1=CC=CC=C1)N1C=NC=2N(C(N(C(C12)=O)CCCCBr)=O)C (7-benzyl-1-(4-brombutyl)-3-methylxanthine), [H][H] (hydrogen). Reagents/catalysts: [OH-].[OH-].[Pd+2] (palladium hydroxide on carbon). Solvent: CO (methanol). The product is BrCCCCN1C(=O)N(C=2N=CNC2C1=O)C (1-(4-brombutyl)-3-methylxanthine). Yield: 89.7%. Reaction SMILES: C([N:8]1[C:16]2[C:15](=[O:17])[N:14]([CH2:18][CH2:19][CH2:20][CH2:21][Br:22])[C:13](=[O:23])[N:12]([CH3:24])[C:11]=2[N:10]=[CH:9]1)C1C=CC=CC=1.[H][H]>CO.[OH-].[OH-].[Pd+2]>[Br:22][CH2:21][CH2:20][CH2:19][CH2:18][N:14]1[C:15](=[O:17])[C:16]2[NH:8][CH:9]=[N:10][C:11]=2[N:12]([CH3:24])[C:13]1=[O:23] |f:3.4.5|. Procedure: A solution of 2.1 g (0.005 mole) of 95% 7-benzyl-1-(4-brombutyl)-3-methylxanthine in 50 mL methanol and 0.21 g of 20% palladium hydroxide on carbon is hydrated at 40° until cessation of hydrogen absorption (˜1.5 hours). The catalyst is filtered out and washed with hot methanol, then the filtrate is evaporated, yielding 1.35 g of 1-(4-brombutyl)-3-methylxanthine (VI, where R═H, R1=Me, n=4). Reactants: C1(OC(C2=C3C(C=CC=C13)=CC=C2)=O)=O (Benzo[de]isochromene-1,3-dione), [H-].[H-].[H-].[H-].[Li+].[Al+3] (LAH), O (Water), [OH-].[Na+] (NaOH). Solvent: C1CCOC1 (THF), C1CCOC1 (THF). Run at time 8 hour. Product: OCC=1C=CC=C2C=CC=C(C12)CO ((8-hydroxymethyl-naphthalen-1-yl)-methanol). Reaction SMILES: [C:1]1(=O)[C:10]2[C:5]3[C:6](=[CH:11][CH:12]=[CH:13][C:4]=3[C:3](=[O:14])[O:2]1)[CH:7]=[CH:8][CH:9]=2.[H-].[H-].[H-].[H-].[Li+].[Al+3].O.[OH-].[Na+]>C1COCC1>[OH:2][CH2:1][C:10]1[CH:9]=[CH:8][CH:7]=[C:6]2[C:5]=1[C:4]([CH2:3][OH:14])=[CH:13][CH:12]=[CH:11]2 |f:1.2.3.4.5.6,8.9|. Procedure details: Benzo[de]isochromene-1,3-dione (30 g, 0.15 mol) in anhydrous THF (300 mL) was added dropwise to a solution of LAH (10 g, 0.38 mol) in anhydrous THF (200 mL). The result reaction mixture was refluxed for 3 h, then allowed to cool and stand overnight at room temperature. Water and 10% aq. NaOH was added dropwise, filtered. The filtrate was concentrated in vacuum to give the crude product, which was used directly without purification (1.15 g, crude). 1H-NMR (CDCl3): 5.06 (m, 4H), 5.23 (m, 2H), 7.42...